From a dataset of the Open Reaction Database (ORD), a public repository of structured organic reaction records. describe an organic reaction: reactants, conditions, products, and yield Starting materials: ClCCO (2-chloroethanol), S(O)(O)(=O)=O (sulfuric acid), C(C1=CC=CC=C1)(C1=CC=CC=C1)O (benzhydrol). The solvent is C1=CC=CC=C1 (benzene), C1=CC=CC=C1 (benzene). Conditions: temperature 50 celsius. Product: ClCCOC(C1=CC=CC=C1)C1=CC=CC=C1 (benzhydryl 2-chloroethyl ether). The yield is 100.1%. RXN SMILES: [Cl:1][CH2:2][CH2:3][OH:4].S(=O)(=O)(O)O.[CH:10](O)([C:17]1[CH:22]=[CH:21][CH:20]=[CH:19][CH:18]=1)[C:11]1[CH:16]=[CH:15][CH:14]=[CH:13][CH:12]=1>C1C=CC=CC=1>[Cl:1][CH2:2][CH2:3][O:4][CH:10]([C:11]1[CH:16]=[CH:15][CH:14]=[CH:13][CH:12]=1)[C:17]1[CH:22]=[CH:21][CH:20]=[CH:19][CH:18]=1. Procedure: To a solution of 3.27 g of 2-chloroethanol in dry benzene (3.5 ml) was added 0.8 g of conc. sulfuric acid and the mixture was heated, under argon atmosphere, at 50° C. To the mixture was added slowly a solution of 5.0 g of benzhydrol in dry benzene (6.5 ml) and, after 30 minutes from the addition, the whole mixture was refluxed for 1.5 hours. After the mixture was allowed to cool, the benzene layer was washed with water and dried over anhydrous sodium sulfate. The solvent was removed by distilla... The reactants are COc1cc2c(Cl)c(C(N)=O)cnc2cc1OCc1ccccc1, O=C(O)C(F)(F)F, CSc1ccccc1. The product is COc1cc2c(Cl)c(C(N)=O)cnc2cc1O. As a reaction SMILES: [CH2:1]([c:2]1[cH:3][cH:4][cH:5][cH:6][cH:7]1)[O:8][c:9]1[c:10]([O:23][CH3:24])[cH:11][c:12]2[c:13]([Cl:22])[c:14]([C:19](=[O:20])[NH2:21])[cH:15][n:16][c:17]2[cH:18]1.[F:33][C:34]([F:35])([F:36])[C:37]([OH:38])=[O:39].[c:25]1([S:26][CH3:27])[cH:28][cH:29][cH:30][cH:31][cH:32]1>>[OH:8][c:9]1[c:10]([O:23][CH3:24])[cH:11][c:12]2[c:13]([Cl:22])[c:14]([C:19](=[O:20])[NH2:21])[cH:15][n:16][c:17]2[cH:18]1. The reactants are C1CCOC1, O=C(Cl)c1ccc(OC(F)(F)F)cc1, NN, O. The product is NNC(=O)c1ccc(OC(F)(F)F)cc1. As a reaction SMILES: [CH2:18]1[O:19][CH2:20][CH2:21][CH2:22]1.[F:4][C:5]([O:6][c:7]1[cH:8][cH:9][c:10]([C:11](=[O:12])[Cl:13])[cH:14][cH:15]1)([F:16])[F:17].[NH2:2][NH2:3].[OH2:1]>>[NH:2]([NH2:3])[C:11]([c:10]1[cH:9][cH:8][c:7]([O:6][C:5]([F:4])([F:16])[F:17])[cH:15][cH:14]1)=[O:12].